From a dataset of the Open Reaction Database (ORD), a public repository of structured organic reaction records. describe an organic reaction: reactants, conditions, products, and yield Reactants: CCCCCCCCCCCCCCC (n-pentadecane), CO (CH3OH), C(C)(=O)N1C=CCC1 (N-acetyl-2-pyrroline), O1CCCC1 (tetrahydrofuran), C(C)(=O)N1C=CCC1 (N-acetyl-2-pyrroline). Reaction conditions: temperature 100 celsius, time 22 hour. Yields the product COC([C@H]1N(CCC1)C(C)=O)=O (N-acetylproline methyl ester). The yield is 7.6%. RXN SMILES: CCCCCCCCCCCCCCC.C[OH:17].[C:18]([N:21]1[CH2:25][CH2:24][CH:23]=[CH:22]1)(=[O:20])[CH3:19].[O:26]1[CH2:30]CC[CH2:27]1>>[CH3:27][O:26][C:30](=[O:17])[C@@H:22]1[CH2:23][CH2:24][CH2:25][N:21]1[C:18](=[O:20])[CH3:19]. Procedure details: A 70 mL stainless steel high pressure reactor having a Pyrex glass liner and a magnetic stir bar was charged with 5 mL of tetrahydrofuran, 0.5 mmol of n-pentadecane internal standard, 0.5 mmol of CH3OH, 6.5 mg of Co2 (CO)8, and 54.9 mg of N-acetyl-2-pyrroline. The reactor was pressurized with 1320 psi of CO and 300 psi of H2 at room temperature, and the reaction mixture ws stirred at 100° C. for 22 hours. Thereafter, the reactor was cooled to room temperature and vented to atmospheric pressure. ... The reactants are BrC1=CC(=C(C(=O)O)C=C1)CC#N (4-Bromo-2-cyanomethyl-benzoic acid), NC1=NNC(=C1)C (3-amino-5-methylpyrazole). Solvent: C(C)(=O)O (acetic acid). Yields the product BrC=1C=C2C=C(N=C(C2=CC1)O)NC1=NNC(=C1)C (6-Bromo-3-(5-methyl-1H-pyrazol-3-ylamino)-isoquinolin-1-ol). RXN SMILES: [Br:1][C:2]1[CH:10]=[CH:9][C:5]([C:6](O)=[O:7])=[C:4]([CH2:11][C:12]#[N:13])[CH:3]=1.[NH2:14][C:15]1[CH:19]=[C:18]([CH3:20])[NH:17][N:16]=1>C(O)(=O)C>[Br:1][C:2]1[CH:3]=[C:4]2[C:5](=[CH:9][CH:10]=1)[C:6]([OH:7])=[N:13][C:12]([NH:14][C:15]1[CH:19]=[C:18]([CH3:20])[NH:17][N:16]=1)=[CH:11]2. Procedure: Similar procedure as described in example 9B was used, starting from 4-Bromo-2-cyanomethyl-benzoic acid, 3-amino-5-methylpyrazole and acetic acid to give 6-Bromo-3-(5-methyl-1H-pyrazol-3-ylamino)-isoquinolin-1-ol. LC-MS: m/e 319 (MH+). The reactants are ClC1=NC(=NC=2CCN(CCC21)C2=NC=CC=C2C(F)(F)F)C(C)C (4-chloro-2-isopropyl-7-(3-trifluoromethyl-pyridin-2-yl)-6,7,8,9-tetrahydro-5H-pyrimido[4,5-d]azepine), BrC1=CC=C(N)C=C1 (4-bromoaniline), C1(=CC=C(C=C1)S(=O)(=O)O)C (p-toluenesulfonic acid). Run in C1(=CC=CC=C1)C (toluene). Run at temperature 130 celsius. Product: BrC1=CC=C(C=C1)NC1=NC(=NC=2CCN(CCC21)C2=NC=CC=C2C(F)(F)F)C(C)C ((4-Bromo-phenyl)-[2-isopropyl-7-(3-trifluoromethyl-pyridin-2-yl)-6,7,8,9-tetrahydro-5H-pyrimido[4,5-d]azepin-4-yl]-amine). Isolated yield 80.4%. RXN SMILES: Cl[C:2]1[C:12]2[CH2:11][CH2:10][N:9]([C:13]3[C:18]([C:19]([F:22])([F:21])[F:20])=[CH:17][CH:16]=[CH:15][N:14]=3)[CH2:8][CH2:7][C:6]=2[N:5]=[C:4]([CH:23]([CH3:25])[CH3:24])[N:3]=1.[Br:26][C:27]1[CH:33]=[CH:32][C:30]([NH2:31])=[CH:29][CH:28]=1.C1(C)C=CC(S(O)(=O)=O)=CC=1>C1(C)C=CC=CC=1>[Br:26][C:27]1[CH:33]=[CH:32][C:30]([NH:31][C:2]2[C:12]3[CH2:11][CH2:10][N:9]([C:13]4[C:18]([C:19]([F:22])([F:21])[F:20])=[CH:17][CH:16]=[CH:15][N:14]=4)[CH2:8][CH2:7][C:6]=3[N:5]=[C:4]([CH:23]([CH3:24])[CH3:25])[N:3]=2)=[CH:29][CH:28]=1. Procedure details: Step E A mixture of 4-chloro-2-isopropyl-7-(3-trifluoromethyl-pyridin-2-yl)-6,7,8,9-tetrahydro-5H-pyrimido[4,5-d]azepine (50 mg, 0.14 mmol), 4-bromoaniline (35 mg, 0.36 mmol), and p-toluenesulfonic acid (51 mg, 0.27 mmol) in toluene (2 mL) was heated in a sealed tube at 130° C. for 18 h. The mixture was cooled, diluted with satd. aq. NaHCO3, and extracted with EtOAc. The organic layer was dried (Na2SO4) and concentrated. The residue was purified (FCC) to give the title compound (57 mg, 77%). MS ... Starting materials: NC1=CC=CC=C1 (aniline), [OH-].[Na+] (sodium hydroxide), NC=1N=C(NC(C1)=O)CCCC (4-amino-2-butylpyrimid-6-one), [OH-].[Na+] (sodium hydroxide), [Cl-].C1(=CC=CC=C1)[N+]#N (benzene diazonium chloride). Solvent: O (water). Yields the product NC=1N=C(NC(C1N=NC1=CC=CC=C1)=O)CCCC (4-amino-2-n-butyl-5-phenylazopyrimid-6-one). Reaction SMILES: [NH2:1][C:2]1[N:3]=[C:4]([CH2:9][CH2:10][CH2:11][CH3:12])[NH:5][C:6](=[O:8])[CH:7]=1.[OH-].[Na+].[Cl-].[C:16]1([N+:22]#[N:23])[CH:21]=[CH:20][CH:19]=[CH:18][CH:17]=1.NC1C=CC=CC=1>O>[NH2:1][C:2]1[N:3]=[C:4]([CH2:9][CH2:10][CH2:11][CH3:12])[NH:5][C:6](=[O:8])[C:7]=1[N:23]=[N:22][C:16]1[CH:21]=[CH:20][CH:19]=[CH:18][CH:17]=1 |f:1.2,3.4|. Procedure details: To a solution of 4-amino-2-butylpyrimid-6-one (7.65 g.) and sodium hydroxide (3.7 g.) in water (115 ml.) was added, at below 5° C, benzene diazonium chloride solution prepared (by the method well known in the art) from aniline (4.64 ml.), and the mixture was then heated to reflux for 1 hour. The pH was adjusted to 6 by the addition of aqueous sodium hydroxide solution, the product was filtered off, washed with water, dried and recrystallised from ethanol to give 4-amino-2-n-butyl-5-phenylazopyri...